From a dataset of the Open Reaction Database (ORD), a public repository of structured organic reaction records. describe an organic reaction: reactants, conditions, products, and yield Starting materials: Mg, C(CCC)Br (butyl bromide), Cl (HCl), C(CCCCC)[C@@H]1CC[C@H](CC1)C1=NC=C(C=C1)C#N (2-(trans-4-n-hexylcyclohexyl)-5-cyanopyridine), Grignard reagent, [OH-].[Na+] (NaOH). Solvent: C1(=CC=CC=C1)C (toluene), ice water, C(C)OCC (ethyl ether), C(C)OCC (ethyl ether). Run at temperature 35 celsius, time 5 hour. The product is C(CCCCC)[C@@H]1CC[C@H](CC1)C1=NC=C(C=C1)C(CCCC)=O (2-(trans-4-n-hexylcyclohexyl)-5-valeroylpyridine). Reaction SMILES: [CH2:1]([C@H:7]1[CH2:12][CH2:11][C@H:10]([C:13]2[CH:18]=[CH:17][C:16]([C:19]#N)=[CH:15][N:14]=2)[CH2:9][CH2:8]1)[CH2:2][CH2:3][CH2:4][CH2:5][CH3:6].[CH2:21](Br)[CH2:22][CH2:23][CH3:24].Cl.[OH-:27].[Na+]>C1(C)C=CC=CC=1.C(OCC)C>[CH2:1]([C@H:7]1[CH2:12][CH2:11][C@H:10]([C:13]2[CH:18]=[CH:17][C:16]([C:19](=[O:27])[CH2:21][CH2:22][CH2:23][CH3:24])=[CH:15][N:14]=2)[CH2:9][CH2:8]1)[CH2:2][CH2:3][CH2:4][CH2:5][CH3:6] |f:3.4|. Procedure: An ethyl ether solution (30 ml) of 2-(trans-4-n-hexylcyclohexyl)-5-cyanopyridine (13.2 g) of Example 16 was added to an ethyl ether solution (50 ml) of a Grignard reagent prepared from metallic Mg (2.5 g) and butyl bromide (13.8 g), followed by agitating the mixture at 35° C. for 5 hours, pouring the resulting solution in ice water containing 6N-HCl aqueous solution (100 ml), adding 2N-NaOH aqueous solution till the solution became basic, adding toluene (300 ml) to the resulting solution, washin...